This data is from the Open Reaction Database (ORD), a public repository of structured organic reaction records. The task is: describe an organic reaction: reactants, conditions, products, and yield Starting materials: CS(C)=O, O, O=C(c1ccc(OCCCCCC(CCCC(F)(F)C(F)(F)F)(C(=O)O)C(=O)O)cc1)c1c(-c2ccc(O)cc2)sc2cc(O)ccc12. Product: O=C(c1ccc(OCCCCCC(CCCC(F)(F)C(F)(F)F)C(=O)O)cc1)c1c(-c2ccc(O)cc2)sc2cc(O)ccc12. RXN SMILES: [CH3:49][S:50](=[O:51])[CH3:52].[OH2:53].[OH:1][c:2]1[cH:3][cH:4][c:5]2[c:6]([s:7][c:8](-[c:41]3[cH:42][cH:43][c:44]([OH:47])[cH:45][cH:46]3)[c:9]2[C:10](=[O:11])[c:12]2[cH:13][cH:14][c:15]([O:16][CH2:17][CH2:18][CH2:19][CH2:20][CH2:21][C:22]([C:23](=[O:24])[OH:25])([C:26]([OH:27])=[O:28])[CH2:29][CH2:30][CH2:31][C:32]([C:33]([F:34])([F:35])[F:36])([F:37])[F:38])[cH:39][cH:40]2)[cH:48]1>>[OH:1][c:2]1[cH:3][cH:4][c:5]2[c:6]([s:7][c:8](-[c:41]3[cH:42][cH:43][c:44]([OH:47])[cH:45][cH:46]3)[c:9]2[C:10](=[O:11])[c:12]2[cH:13][cH:14][c:15]([O:16][CH2:17][CH2:18][CH2:19][CH2:20][CH2:21][CH:22]([C:23](=[O:24])[OH:25])[CH2:29][CH2:30][CH2:31][C:32]([C:33]([F:34])([F:35])[F:36])([F:37])[F:38])[cH:39][cH:40]2)[cH:48]1. The product is C(C)C=1C(NC(=C(C1)C=1OC(=CC1)C(=O)N1CCN(CC1)C1=CC=CC=C1)C)=O (3-Ethyl-6-methyl-5-[5-(4-phenyl-piperazine-1-carbonyl)-furan-2-yl]-1H-pyridin-2-one). As a reaction SMILES: [I-].[K+].C[Si](C)(C)Cl.[CH2:8]([C:10]1[CH:11]=[C:12]([C:19]2[O:23][C:22]([C:24]([N:26]3[CH2:31][CH2:30][N:29]([C:32]4[CH:37]=[CH:36][CH:35]=[CH:34][CH:33]=4)[CH2:28][CH2:27]3)=[O:25])=[CH:21][CH:20]=2)[C:13]([CH3:18])=[N:14][C:15]=1[O:16]C)[CH3:9]>C(#N)C.O>[CH2:8]([C:10]1[C:15](=[O:16])[NH:14][C:13]([CH3:18])=[C:12]([C:19]2[O:23][C:22]([C:24]([N:26]3[CH2:31][CH2:30][N:29]([C:32]4[CH:33]=[CH:34][CH:35]=[CH:36][CH:37]=4)[CH2:28][CH2:27]3)=[O:25])=[CH:21][CH:20]=2)[CH:11]=1)[CH3:9] |f:0.1|. Reported procedure: Two equivalents of potassium iodide and two equivalents of trimethylchlorosilane are added to a solution of one equivalent of [5-(5-ethyl-6-methoxy-2-methylpyridin-3-yl)-furan-2-yl]-(4-phenylpiperazin-1-yl)-methanone in anhydrous acetonitrile (3-5 ml/mmol) under argon, the latter being prepared in accordance with the procedure set out in PREPARATION 6, and the cloudy mixture is heated at 60-80° C. for 1-3 h. The mixture is then cooled to rt and diluted with water. The precipitated product is fil... The reactants are [I-].[K+] (potassium iodide), C[Si](Cl)(C)C (trimethylchlorosilane), C(C)C=1C=C(C(=NC1OC)C)C1=CC=C(O1)C(=O)N1CCN(CC1)C1=CC=CC=C1 ([5-(5-ethyl-6-methoxy-2-methylpyridin-3-yl)-furan-2-yl]-(4-phenylpiperazin-1-yl)-methanone). Reaction conditions: temperature 70 celsius. Solvent: C(C)#N (acetonitrile), O (water). Starting materials: C(C1=CC=CC=C1)OC=1C=C(C=CC1)C(CN(C(=O)C=1C(=NC(=NC1)N(C)C)C1=CC=CC=C1)CCO)O (2-dimethylamino-4-phenylpyrimidin-5-carboxylic acid [2-(3-benzyloxyphenyl)-2-hydroxyethyl]-(2-hydroxyethyl)amide), C([O-])([O-])=O.[Na+].[Na+] (sodium carbonate). Conditions: temperature 100 celsius. Yields the product CN(C1=NC=C(C(=N1)C1=CC=CC=C1)C(=O)N1CC(OCC1)C1=CC(=CC=C1)O)C ((2-Dimethylamino-4-phenylpyrimidin-5-yl)-[2-(3-hydroxyphenyl)morpholin-4-yl]-methanone). Yield: 14.6%. Reaction SMILES: C([O:8][C:9]1[CH:10]=[C:11]([CH:15]([OH:38])[CH2:16][N:17]([CH2:35][CH2:36]O)[C:18]([C:20]2[C:21]([C:29]3[CH:34]=[CH:33][CH:32]=[CH:31][CH:30]=3)=[N:22][C:23]([N:26]([CH3:28])[CH3:27])=[N:24][CH:25]=2)=[O:19])[CH:12]=[CH:13][CH:14]=1)C1C=CC=CC=1.C(=O)([O-])[O-].[Na+].[Na+]>>[CH3:27][N:26]([CH3:28])[C:23]1[N:22]=[C:21]([C:29]2[CH:34]=[CH:33][CH:32]=[CH:31][CH:30]=2)[C:20]([C:18]([N:17]2[CH2:35][CH2:36][O:38][CH:15]([C:11]3[CH:12]=[CH:13][CH:14]=[C:9]([OH:8])[CH:10]=3)[CH2:16]2)=[O:19])=[CH:25][N:24]=1 |f:1.2.3|. Reported procedure: To 2-dimethylamino-4-phenylpyrimidin-5-carboxylic acid [2-(3-benzyloxyphenyl)-2-hydroxyethyl]-(2-hydroxyethyl)amide (0.20 g, 0.39 mmol) 48% hydrogen bromide solution (4 ml) is added. The mixture is heated at 100° C. for 1 hour, cooled to room temperature, poured onto water and neutralized (pH 7) with sodium carbonate solution. The precipitate is filtered oft washed with water and dried. The crude product is chromatographed on silicagel using chloroform and chloroform-ethyl acetate 9:1 mixture as...